This data is from the Open Reaction Database (ORD), a public repository of structured organic reaction records. The task is: describe an organic reaction: reactants, conditions, products, and yield Starting materials: NC1=CC=C(C=C1)C1(CCN(CC1)C(=O)OCC)C (ethyl 4-(4-aminophenyl)-4-methylpiperidine-1-carboxylate), [H-].[H-].[H-].[H-].[Li+].[Al+3] (LAH). Run in C(Cl)Cl (methylene chloride), [OH-].[Na+] (NaOH), C1CCOC1 (THF). Run at time 20 minute. Yields the product CN1CCC(CC1)(C)C1=CC=C(N)C=C1 (4-(1,4-Dimethylpiperidin-4-yl)aniline). The yield is 77.2%. Reaction SMILES: [NH2:1][C:2]1[CH:7]=[CH:6][C:5]([C:8]2([CH3:19])[CH2:13][CH2:12][N:11]([C:14](OCC)=O)[CH2:10][CH2:9]2)=[CH:4][CH:3]=1.[H-].[H-].[H-].[H-].[Li+].[Al+3]>C1COCC1.C(Cl)Cl.[OH-].[Na+]>[CH3:14][N:11]1[CH2:12][CH2:13][C:8]([C:5]2[CH:4]=[CH:3][C:2]([NH2:1])=[CH:7][CH:6]=2)([CH3:19])[CH2:9][CH2:10]1 |f:1.2.3.4.5.6,9.10|. Procedure: To a solution of ethyl 4-(4-aminophenyl)-4-methylpiperidine-1-carboxylate (444 mg, 1.692 mmol) in THF (10 mL) was added solid LAH (321 mg, 8.46 mmol) portion-wise. The formation of bubbles were observed during addition. The reaction mixture was stirred at room temperature for 20 min. The reaction mixture was diluted with methylene chloride and 15 mL of 1N NaOH was added slowly to destroy excess LAH. The resulting mixture was separated by separatory funnel. The organic layer was washed with water... The reactants are COCCCN, CN1CCCC1=O, O=[N+]([O-])c1cnc2[nH]c(-c3ccnc(Cl)c3)nc2c1. The product is COCCCNc1cc(-c2nc3cc([N+](=O)[O-])cnc3[nH]2)ccn1. Reaction SMILES: [CH3:20][O:21][CH2:22][CH2:23][CH2:24][NH2:25].[CH3:26][N:27]1[CH2:28][CH2:29][CH2:30][C:31]1=[O:32].[Cl:1][c:2]1[n:3][cH:4][cH:5][c:6](-[c:8]2[n:9][c:10]3[c:11]([n:12][cH:13][c:14]([N+:16](=[O:17])[O-:18])[cH:15]3)[nH:19]2)[cH:7]1>>[c:2]1([NH:25][CH2:24][CH2:23][CH2:22][O:21][CH3:20])[n:3][cH:4][cH:5][c:6](-[c:8]2[n:9][c:10]3[c:11]([n:12][cH:13][c:14]([N+:16](=[O:17])[O-:18])[cH:15]3)[nH:19]2)[cH:7]1. Reactants: CC1C(C(CCC1)C)O (2,6-dimethylcyclohexanol), N (ammonia), [H][H] (hydrogen), CC1C(C(CCC1)C)=O (2,6-dimethylcyclohexanone). Reagents/catalysts: [Zn] (zinc), [Pd] (palladium). Product: CC1C(C(CCC1)C)O.CC1C(C(CCC1)C)=O (2,6-dimethylcyclohexanol 2,6-dimethylcyclohexanone), 92, CC1=C(N)C(=CC=C1)C (2,6-dimethylaniline). As a reaction SMILES: [NH3:1].[H][H].[CH3:4][CH:5]1[CH2:10][CH2:9][CH2:8][CH:7]([CH3:11])[CH:6]1[OH:12].[CH3:13][CH:14]1[CH2:19][CH2:18][CH2:17][CH:16]([CH3:20])[C:15]1=[O:21]>[Pd].[Zn]>[CH3:4][CH:5]1[CH2:10][CH2:9][CH2:8][CH:7]([CH3:11])[CH:6]1[OH:12].[CH3:13][CH:14]1[CH2:19][CH2:18][CH2:17][CH:16]([CH3:20])[C:15]1=[O:21].[CH3:4][C:5]1[CH:10]=[CH:9][CH:8]=[C:7]([CH3:11])[C:6]=1[NH2:1] |f:6.7|. Reported procedure: 1,000 parts by volume of catalyst are introduced into a fluidised bed reactor having a capacity of 1.2 liters, corresponding to 1,200 parts by volume. The catalyst consists of 0.5% by weight of palladium and 0.2% by weight of zinc on Al2O3 and has a particle size of 0.2 to 0.6 mm. The temperature in the reactor is set to 220° C. and, per hour, a correspondingly preheated mixture of 200,000 parts by volume of ammonia and 200,000 parts by volume of hydrogen is introduced. 50 parts of a mixture con... Starting materials: [Al+3], O=C([O-])C(O)C(O)C(=O)[O-], CCOc1cc(C#N)ccc1OC, CCOC(C)=O, [H-], [H-], [H-], [H-], [K+], [Li+], [Na+], C1CCOC1. Product: CCOc1cc(CN)ccc1OC. RXN SMILES: [Al+3:2].[C:20]([CH:21]([CH:22]([C:23]([O-:24])=[O:25])[OH:26])[OH:27])([O-:28])=[O:29].[CH2:7]([CH3:8])[O:9][c:10]1[cH:11][c:12]([C:13]#[N:14])[cH:15][cH:16][c:17]1[O:18][CH3:19].[CH3:37][CH2:38][O:39][C:40](=[O:41])[CH3:42].[H-:1].[H-:4].[H-:5].[H-:6].[K+:31].[Li+:3].[Na+:30].[O:32]1[CH2:33][CH2:34][CH2:35][CH2:36]1>>[CH2:7]([CH3:8])[O:9][c:10]1[cH:11][c:12]([CH2:13][NH2:14])[cH:15][cH:16][c:17]1[O:18][CH3:19]. Reactants: [Br-], C[Mg+], [Cl-], ClCCl, O=Cc1cccc(-c2ccn3nc(-c4ccc(F)cc4)cc3c2)c1, [NH4+], [Na+], [Na+], O=C([O-])[O-], C1CCOC1, O. The product is CC(O)c1cccc(-c2ccn3nc(-c4ccc(F)cc4)cc3c2)c1. Reaction SMILES: [Br-:25].[CH3:26][Mg+:27].[Cl-:28].[Cl:42][CH2:43][Cl:44].[F:1][c:2]1[cH:3][cH:4][c:5](-[c:8]2[n:9][n:10]3[c:11]([cH:12][c:13](-[c:16]4[cH:17][c:18]([CH:19]=[O:20])[cH:21][cH:22][cH:23]4)[cH:14][cH:15]3)[cH:24]2)[cH:6][cH:7]1.[NH4+:29].[Na+:30].[Na+:31].[O-:32][C:33](=[O:34])[O-:35].[O:36]1[CH2:37][CH2:38][CH2:39][CH2:40]1.[OH2:41]>>[F:1][c:2]1[cH:3][cH:4][c:5](-[c:8]2[n:9][n:10]3[c:11]([cH:12][c:13](-[c:16]4[cH:17][c:18]([CH:19]([OH:20])[CH3:33])[cH:21][cH:22][cH:23]4)[cH:14][cH:15]3)[cH:24]2)[cH:6][cH:7]1. Reactants: CN(C)CCN, O=[N+]([O-])c1cccc(S(=O)(=O)Cl)c1, C1CCOC1. Product: CN(C)CCNS(=O)(=O)c1cccc([N+](=O)[O-])c1, Cl. Reaction SMILES: [CH3:1][N:2]([CH2:3][CH2:4][NH2:5])[CH3:6].[N+:7](=[O:8])([O-:9])[c:10]1[cH:11][c:12]([S:16](=[O:17])(=[O:18])[Cl:19])[cH:13][cH:14][cH:15]1.[O:20]1[CH2:21][CH2:22][CH2:23][CH2:24]1>>[CH3:1][N:2]([CH2:3][CH2:4][NH:5][S:16]([c:12]1[cH:11][c:10]([N+:7](=[O:8])[O-:9])[cH:15][cH:14][cH:13]1)(=[O:17])=[O:18])[CH3:6].[ClH:19].